Dataset: the Open Reaction Database (ORD), a public repository of structured organic reaction records. Task: describe an organic reaction: reactants, conditions, products, and yield Reactants: C(=O)(OC)C1(CC=2C(=COC2)C1)SCC1=CC=C(C=C1)OC (5-(carbomethoxy)-5-(4-methoxybenzylthio)-2,4,5,6-tetrahydro-cyclopenta[c]furan), [OH-].[K+] (potassium hydroxide). Run in C(C)O (ethanol), O (water), O1CCCC1 (tetrahydrofuran). Reaction conditions: time 1 hour. The product is C(=O)(O)C1(CC=2C(=COC2)C1)SCC1=CC=C(C=C1)OC (5-(carboxy)-5-(4-methoxybenzylthio)-2,4,5,6-tetrahydrocyclopenta[c]furan). As a reaction SMILES: [C:1]([C:5]1([S:13][CH2:14][C:15]2[CH:20]=[CH:19][C:18]([O:21][CH3:22])=[CH:17][CH:16]=2)[CH2:12][C:8]2=[CH:9][O:10][CH:11]=[C:7]2[CH2:6]1)([O:3]C)=[O:2].[OH-].[K+]>C(O)C.O.O1CCCC1>[C:1]([C:5]1([S:13][CH2:14][C:15]2[CH:16]=[CH:17][C:18]([O:21][CH3:22])=[CH:19][CH:20]=2)[CH2:12][C:8]2=[CH:9][O:10][CH:11]=[C:7]2[CH2:6]1)([OH:3])=[O:2] |f:1.2|. Reported procedure: Dissolve 5-(carbomethoxy)-5-(4-methoxybenzylthio)-2,4,5,6-tetrahydro-cyclopenta[c]furan (1.08 g, 3.55 mmol) in 95% ethanol (25 mL), water (12 mL) and tetrahydrofuran (15 mL). Treat with potassium hydroxide (1.3 g, 23 mmol) and stir at room temperature for 1 hour. Filter and evaporate the solvent in vacuo. Partition between water (125 mL) and ether (75 mL). Separate the aqueous phase and acidify with cold concentrated hydrochloric acid. Extract with methylene chloride (75 mL), dry (Na2SO4) and ev... The reactants are CCC(N)CC, Cc1ccccc1, COCc1c(C#N)c(Cl)nc(C)c1[N+](=O)[O-]. Product: CCC(CC)Nc1nc(C)c([N+](=O)[O-])c(COC)c1C#N. As a reaction SMILES: [CH2:17]([CH3:18])[CH:19]([CH2:20][CH3:21])[NH2:22].[CH3:23][c:24]1[cH:25][cH:26][cH:27][cH:28][cH:29]1.[Cl:1][c:2]1[n:3][c:4]([CH3:16])[c:5]([N+:13](=[O:14])[O-:15])[c:6]([CH2:10][O:11][CH3:12])[c:7]1[C:8]#[N:9]>>[c:2]1([NH:22][CH:19]([CH2:17][CH3:18])[CH2:20][CH3:21])[n:3][c:4]([CH3:16])[c:5]([N+:13](=[O:14])[O-:15])[c:6]([CH2:10][O:11][CH3:12])[c:7]1[C:8]#[N:9].